Dataset: the Open Reaction Database (ORD), a public repository of structured organic reaction records. Task: describe an organic reaction: reactants, conditions, products, and yield Starting materials: ClCCl, O=C(c1cc(Cc2n[nH]c(=O)c3ccccc23)ccc1F)N1CCC(O)CC1, CC(C)(C)OC(=O)N=NC(=O)OC(C)(C)C, N#Cc1ccc(O)cc1, c1ccc(P(c2ccccc2)c2ccccc2)cc1. The product is N#Cc1ccc(OC2CCN(C(=O)c3cc(Cc4n[nH]c(=O)c5ccccc45)ccc3F)CC2)cc1. RXN SMILES: [Cl:73][CH2:74][Cl:75].[F:10][c:11]1[c:12]([C:29](=[O:30])[N:31]2[CH2:32][CH2:33][CH:34]([OH:37])[CH2:35][CH2:36]2)[cH:13][c:14]([CH2:15][c:16]2[n:17][nH:18][c:19](=[O:26])[c:20]3[cH:21][cH:22][cH:23][cH:24][c:25]23)[cH:27][cH:28]1.[N:57]([C:58]([O:59][C:60]([CH3:61])([CH3:62])[CH3:63])=[O:64])=[N:65][C:66]([O:67][C:68]([CH3:69])([CH3:70])[CH3:71])=[O:72].[OH:1][c:2]1[cH:3][cH:4][c:5]([C:8]#[N:9])[cH:6][cH:7]1.[c:38]1([P:39]([c:40]2[cH:41][cH:42][cH:43][cH:44][cH:45]2)[c:46]2[cH:47][cH:48][cH:49][cH:50][cH:51]2)[cH:52][cH:53][cH:54][cH:55][cH:56]1>>[O:1]([c:2]1[cH:3][cH:4][c:5]([C:8]#[N:9])[cH:6][cH:7]1)[CH:34]1[CH2:33][CH2:32][N:31]([C:29]([c:12]2[c:11]([F:10])[cH:28][cH:27][c:14]([CH2:15][c:16]3[n:17][nH:18][c:19](=[O:26])[c:20]4[cH:21][cH:22][cH:23][cH:24][c:25]34)[cH:13]2)=[O:30])[CH2:36][CH2:35]1. RXN SMILES: [Cl:1][C:2]1[CH:3]=[C:4]2[C:8](=[CH:9][CH:10]=1)[C:7](=[O:11])[N:6]([C:12]1[CH:13]=[N:14][CH:15]=[C:16]([CH2:18]Cl)[CH:17]=1)[C:5]2([CH3:21])[CH3:20].[CH3:22][N:23]1[CH:27]=[C:26](B2OC(C)(C)C(C)(C)O2)[CH:25]=[N:24]1>>[Cl:1][C:2]1[CH:3]=[C:4]2[C:8](=[CH:9][CH:10]=1)[C:7](=[O:11])[N:6]([C:12]1[CH:13]=[N:14][CH:15]=[C:16]([CH2:18][C:26]3[CH:25]=[N:24][N:23]([CH3:22])[CH:27]=3)[CH:17]=1)[C:5]2([CH3:21])[CH3:20]. The product is ClC=1C=C2C(N(C(C2=CC1)=O)C=1C=NC=C(C1)CC=1C=NN(C1)C)(C)C (5-Chloro-3,3-dimethyl-2-[5-(1-methyl-1H-pyrazol-4-ylmethyl)-pyridin-3-yl]-2,3-dihydro-isoindol-1-one), solid. Starting materials: ClC=1C=C2C(N(C(C2=CC1)=O)C=1C=NC=C(C1)CCl)(C)C (5-chloro-2-(5-chloromethyl-pyridin-3-yl)-3,3-dimethyl-2,3-dihydro-isoindol-1-one), CN1N=CC(=C1)B1OC(C)(C)C(C)(C)O1 (1-methylpyrazole-4-boronic acid pinacol ester). Procedure: In analogy to the procedure described for the preparation of example 204, 5-chloro-2-(5-chloromethyl-pyridin-3-yl)-3,3-dimethyl-2,3-dihydro-isoindol-1-one (intermediate A-12-1) and 1-methylpyrazole-4-boronic acid pinacol ester were used to yield the title compound as a light yellowish solid (yield 15%). MS: 367.2 (M+H+). Isolated yield 15.0%. The reactants are COc1ccc2c(CN3C(=O)N(c4ccc(OC(F)(F)F)cc4)C(=O)C3(C)C)ccnc2c1, ClCCl, Cl, O, c1ccncc1. Product: CC1(C)C(=O)N(c2ccc(OC(F)(F)F)cc2)C(=O)N1Cc1ccnc2cc(O)ccc12. As a reaction SMILES: [CH3:1][C:2]1([CH3:33])[C:3](=[O:32])[N:4]([c:21]2[cH:22][cH:23][c:24]([O:27][C:28]([F:29])([F:30])[F:31])[cH:25][cH:26]2)[C:5](=[O:20])[N:6]1[CH2:7][c:8]1[cH:9][cH:10][n:11][c:12]2[cH:13][c:14]([O:18][CH3:19])[cH:15][cH:16][c:17]12.[Cl:42][CH2:43][Cl:44].[ClH:34].[OH2:41].[n:35]1[cH:36][cH:37][cH:38][cH:39][cH:40]1>>[CH3:1][C:2]1([CH3:33])[C:3](=[O:32])[N:4]([c:21]2[cH:22][cH:23][c:24]([O:27][C:28]([F:29])([F:30])[F:31])[cH:25][cH:26]2)[C:5](=[O:20])[N:6]1[CH2:7][c:8]1[cH:9][cH:10][n:11][c:12]2[cH:13][c:14]([OH:18])[cH:15][cH:16][c:17]12. Starting materials: O=C([O-])[O-], CNC1CCCc2ccccc21, CC#N, CC(C)(C)OC(=O)N1CCC(c2nc(CCl)cs2)CC1, [K+], [K+]. Yields the product CN(Cc1csc(C2CCN(C(=O)OC(C)(C)C)CC2)n1)C1CCCc2ccccc21. As a reaction SMILES: [C:33](=[O:34])([O-:35])[O-:36].[CH3:21][NH:22][CH:23]1[CH2:24][CH2:25][CH2:26][c:27]2[cH:28][cH:29][cH:30][cH:31][c:32]21.[CH3:39][C:40]#[N:41].[Cl:1][CH2:2][c:3]1[n:4][c:5]([CH:8]2[CH2:9][CH2:10][N:11]([C:14](=[O:15])[O:16][C:17]([CH3:18])([CH3:19])[CH3:20])[CH2:12][CH2:13]2)[s:6][cH:7]1.[K+:37].[K+:38]>>[CH2:2]([c:3]1[n:4][c:5]([CH:8]2[CH2:9][CH2:10][N:11]([C:14](=[O:15])[O:16][C:17]([CH3:18])([CH3:19])[CH3:20])[CH2:12][CH2:13]2)[s:6][cH:7]1)[N:22]([CH3:21])[CH:23]1[CH2:24][CH2:25][CH2:26][c:27]2[cH:28][cH:29][cH:30][cH:31][c:32]21. The reactants are CCO, [Cl-], COc1ccc(COc2ccccc2-c2cc(-c3ccc(N(C)C)c([N+](=O)[O-])c3)c(C#N)c(N)n2)cc1, [NH4+], O. Product: COc1ccc(COc2ccccc2-c2cc(-c3ccc(N(C)C)c(N)c3)c(C#N)c(N)n2)cc1. Reaction SMILES: [CH3:41][CH2:42][OH:43].[Cl-:39].[NH2:1][c:2]1[c:3]([C:4]#[N:5])[c:6](-[c:26]2[cH:27][c:28]([N+:35]([O-:36])=[O:37])[c:29]([N:32]([CH3:33])[CH3:34])[cH:30][cH:31]2)[cH:7][c:8](-[c:10]2[c:11]([O:16][CH2:17][c:18]3[cH:19][cH:20][c:21]([O:24][CH3:25])[cH:22][cH:23]3)[cH:12][cH:13][cH:14][cH:15]2)[n:9]1.[NH4+:40].[OH2:38]>>[NH2:1][c:2]1[c:3]([C:4]#[N:5])[c:6](-[c:26]2[cH:27][c:28]([NH2:35])[c:29]([N:32]([CH3:33])[CH3:34])[cH:30][cH:31]2)[cH:7][c:8](-[c:10]2[c:11]([O:16][CH2:17][c:18]3[cH:19][cH:20][c:21]([O:24][CH3:25])[cH:22][cH:23]3)[cH:12][cH:13][cH:14][cH:15]2)[n:9]1. Reactants: FC1=C(C=CC(=C1)F)[N+](=O)[O-] (2,4-difluoronitrobenzene), C(C)(C)(C)OC(N(C)C1CC(CCC1)O)=O ((3-hydroxy-cyclohexyl)-methyl-carbamic acid tert-butyl ester). Yields the product C(C)(C)(C)OC(N(C)C1CC(CCC1)OC1=C(C=CC(=C1)F)[N+](=O)[O-])=O ([3-(5-Fluoro-2-nitro-phenoxy)-cyclohexyl]-methyl-carbamic acid tert-butyl ester). As a reaction SMILES: F[C:2]1[CH:7]=[C:6]([F:8])[CH:5]=[CH:4][C:3]=1[N+:9]([O-:11])=[O:10].[C:12]([O:16][C:17](=[O:27])[N:18]([CH:20]1[CH2:25][CH2:24][CH2:23][CH:22]([OH:26])[CH2:21]1)[CH3:19])([CH3:15])([CH3:14])[CH3:13]>>[C:12]([O:16][C:17](=[O:27])[N:18]([CH:20]1[CH2:25][CH2:24][CH2:23][CH:22]([O:26][C:2]2[CH:7]=[C:6]([F:8])[CH:5]=[CH:4][C:3]=2[N+:9]([O-:11])=[O:10])[CH2:21]1)[CH3:19])([CH3:15])([CH3:13])[CH3:14]. Procedure: Prepared analogously to III.1 from 81 μl 2,4-difluoronitrobenzene and 0.17 g (3-hydroxy-cyclohexyl)-methyl-carbamic acid tert-butyl ester. The reactants are 30, BrC1=C(C=CC(=C1)[N+](=O)[O-])C(C)(C)C (2-bromo-1-tert-butyl-4-nitrobenzene), ClCOC (chloromethylmethyl ether), S(O)(O)(=O)=O (sulfuric acid), resultant mixture, ice water. The product is BrC=1C(=C(CCl)C=C(C1)[N+](=O)[O-])C(C)(C)C (3-bromo-2-tert-butyl-5-nitrobenzyl chloride). As a reaction SMILES: [Br:1][C:2]1[CH:7]=[C:6]([N+:8]([O-:10])=[O:9])[CH:5]=[CH:4][C:3]=1[C:11]([CH3:14])([CH3:13])[CH3:12].[Cl:15][CH2:16]OC.S(=O)(=O)(O)O>>[Br:1][C:2]1[C:3]([C:11]([CH3:14])([CH3:13])[CH3:12])=[C:4]([CH:5]=[C:6]([N+:8]([O-:10])=[O:9])[CH:7]=1)[CH2:16][Cl:15]. Procedure details: A mixture of 30 parts of 2-bromo-1-tert-butyl-4-nitrobenzene and 30 parts of chloromethylmethyl ether is stirred vigorously while adding dropwise 20 parts of 60% fuming sulfuric acid. The resultant mixture is allowed to stand until the apparent reaction ceases and is then poured into ice water. The solid is removed by filtration and washed with water to give 3-bromo-2-tert-butyl-5-nitrobenzyl chloride. As a reaction SMILES: [CH2:40]([NH:41][CH2:42][CH3:43])[CH3:44].[CH3:45][CH2:46][O:47][C:48]([CH3:49])=[O:50].[CH:34]#[C:35][CH2:36][CH2:37][CH3:38].[F:1][C:2]([F:3])([F:4])[S:5]([O:6][C:7]1=[CH:16][CH2:15][C:14]([CH3:17])([CH3:18])[c:13]2[c:8]1[cH:9][c:10]([C:19]#[C:20][c:21]1[cH:22][cH:23][c:24]([C:25](=[O:26])[O:27][CH2:28][CH3:29])[cH:30][cH:31]1)[cH:11][cH:12]2)(=[O:32])=[O:33].[I-:39]>>[C:7]1([C:34]#[C:35][CH2:36][CH2:37][CH3:38])=[CH:16][CH2:15][C:14]([CH3:17])([CH3:18])[c:13]2[c:8]1[cH:9][c:10]([C:19]#[C:20][c:21]1[cH:22][cH:23][c:24]([C:25](=[O:26])[O:27][CH2:28][CH3:29])[cH:30][cH:31]1)[cH:11][cH:12]2. Yields the product CCCC#CC1=CCC(C)(C)c2ccc(C#Cc3ccc(C(=O)OCC)cc3)cc21. Starting materials: CCNCC, CCOC(C)=O, C#CCCC, CCOC(=O)c1ccc(C#Cc2ccc3c(c2)C(OS(=O)(=O)C(F)(F)F)=CCC3(C)C)cc1, [I-].